From a dataset of the Open Reaction Database (ORD), a public repository of structured organic reaction records. describe an organic reaction: reactants, conditions, products, and yield Reactants: [Cl-].[NH4+] (ammonium chloride), FC[C@@H]1CC(N(C1)[C@H](C)C1=CC=CC=C1)=O ((4R)-4-fluoromethyl-2-oxo-1-[(1R)-1-phenylethyl]pyrrolidine), ClC(=O)OCC (ethyl chloroformate), C[Si](C)(C)[N-][Si](C)(C)C.[Li+] (lithium bistrimethylsilyl amide). The solvent is O1CCCC1 (tetrahydrofuran). Reaction conditions: time 30 minute. Product: FC[C@@H]1[C@H](C(N(C1)[C@H](C)C1=CC=CC=C1)=O)C(=O)OCC (Ethyl(3R,4R)-4-fluoromethyl-2-oxo-1-[(1R)-1-phenylethyl]pyrrolidine-3-carboxylate). Isolated yield 77.5%. RXN SMILES: [F:1][CH2:2][C@H:3]1[CH2:7][N:6]([C@@H:8]([C:10]2[CH:15]=[CH:14][CH:13]=[CH:12][CH:11]=2)[CH3:9])[C:5](=[O:16])[CH2:4]1.Cl[C:18]([O:20][CH2:21][CH3:22])=[O:19].C[Si]([N-][Si](C)(C)C)(C)C.[Li+].[Cl-].[NH4+]>O1CCCC1>[F:1][CH2:2][C@H:3]1[CH2:7][N:6]([C@@H:8]([C:10]2[CH:15]=[CH:14][CH:13]=[CH:12][CH:11]=2)[CH3:9])[C:5](=[O:16])[C@@H:4]1[C:18]([O:20][CH2:21][CH3:22])=[O:19] |f:2.3,4.5|. Procedure: To a solution of (4R)-4-fluoromethyl-2-oxo-1-[(1R)-1-phenylethyl]pyrrolidine (34.1 g, 154 mmol) and ethyl chloroformate (16.1 mL, 169 mmol) in tetrahydrofuran (500 mL), lithium bistrimethylsilyl amide (323 mL, 323 mmol, 1.0M solution in tetrahydrofuran) was added at 0° C., and the mixture was stirred at the same temperature for 30 minutes. Saturated aqueous solution of ammonium chloride (700 mL) was added to reaction mixture at the same temperature, and the mixture was extracted with ethyl aceta... RXN SMILES: [Br:1][N:2]1[C:3](=[O:4])[CH2:5][CH2:6][C:7]1=[O:8].[CH3:24][CH2:25][O:26][C:27](=[O:28])[CH3:29].[F:9][c:10]1[cH:11][cH:12][c:13]([OH:18])[c:14]([CH:15]=[O:16])[cH:17]1.[O:19]=[CH:20][N:21]([CH3:22])[CH3:23]>>[Br:1][c:12]1[cH:11][c:10]([F:9])[cH:17][c:14]([CH:15]=[O:16])[c:13]1[OH:18]. Starting materials: O=C1CCC(=O)N1Br, CCOC(C)=O, O=Cc1cc(F)ccc1O, CN(C)C=O. Yields the product O=Cc1cc(F)cc(Br)c1O. The reactants are FC=1C=C(C=CC1F)C1(C(=O)OOCO1)C(C)C (3,4-difluoromethylenedioxy-α-isopropylphenylacetic acid), S(=O)(Cl)Cl (thionyl chloride). Product: 3,4-Difluoromethylenedioxy-α-isopropyl-phenylacetic acid chloride. RXN SMILES: [F:1][C:2]1[CH:3]=[C:4]([C:9]2([CH:16]([CH3:18])[CH3:17])[O:15][CH2:14][O:13]O[C:10]2=[O:11])[CH:5]=[CH:6][C:7]=1[F:8].S(Cl)([Cl:21])=O>>[F:1][C:2]1[CH:3]=[C:4]([C:9]2([CH:16]([CH3:18])[CH3:17])[O:15][CH2:14][O:13][ClH:21][C:10]2=[O:11])[CH:5]=[CH:6][C:7]=1[F:8]. Procedure: 30 g of 3,4-difluoromethylenedioxy-α-isopropylphenylacetic acid were dissolved in 150 ml of thionyl chloride and the solution was heated to the boil for 1 hour. After distilling off excess thionyl chloride, the residue was distilled under a high vacuum. 3,4-Difluoromethylenedioxy-α-isopropyl-phenylacetic acid chloride of boiling point 83°-86° C./0.3 mm Hg was obtained. Reactants: BrN1C(CCC1=O)=O (N-Bromosuccinimide), C(C)OC(=O)C=1C=CN2C1SC=C2 (pyrrolo[2,1-b]thiazole-7-carboxylic acid ethyl ester), O (water). Run in C(Cl)Cl (DCM). The product is C(C)OC(=O)C=1C(=CN2C1SC=C2)Br (6-bromo-pyrrolo[2,1-b]thiazole-7-carboxylic acid ethyl ester). RXN SMILES: [Br:1]N1C(=O)CCC1=O.[CH2:9]([O:11][C:12]([C:14]1[CH:15]=[CH:16][N:17]2[CH:21]=[CH:20][S:19][C:18]=12)=[O:13])[CH3:10].O>C(Cl)Cl>[CH2:9]([O:11][C:12]([C:14]1[C:15]([Br:1])=[CH:16][N:17]2[CH:21]=[CH:20][S:19][C:18]=12)=[O:13])[CH3:10]. Procedure: N-Bromosuccinimide (0.56 mmol) is added to a solution of pyrrolo[2,1-b]thiazole-7-carboxylic acid ethyl ester (0.56 mmol) in DCM (6.0 mL). After 30 min water (5.0 mL) is added, the layers are separated and the aq. layer is extracted with DCM (5.0 mL). The combined organic layers are dried over Na2SO4 and the solvents are removed in vacuo to give the desired product which is used without further purification. LC-MS: tR=1.02 min; [M+H]+=273.9. Reactants: Cl.NO (hydroxylamine hydrochloride), OC1=CC=C(C=C1)C(C)=O (para-hydroxyacetophenone), C(C)(=O)C1=CC=CC=C1 (acetophenone). Run in N1=CC=CC=C1 (pyridine). Yields the product OC1=CC=C(C=C1)C(C)=NO (para-hydroxyacetophenone oxime). RXN SMILES: Cl.[NH2:2][OH:3].[OH:4][C:5]1[CH:10]=[CH:9][C:8]([C:11](=O)[CH3:12])=[CH:7][CH:6]=1.C(C1C=CC=CC=1)(=O)C>N1C=CC=CC=1>[OH:4][C:5]1[CH:10]=[CH:9][C:8]([C:11](=[N:2][OH:3])[CH3:12])=[CH:7][CH:6]=1 |f:0.1|. Procedure: 1.1 equivalents of hydroxylamine hydrochloride are added to a solution of para-hydroxyacetophenone in pyridine (16% dilution). The reaction mixture is maintained at reflux until the starting acetophenone has disappeared, and is then poured into ice-cold water. The medium is extracted with ethyl acetate. After drying, the organic phase is removed and the corresponding oxime is obtained quantitatively. The elemental analysis is in accordance with the structure. Starting materials: ClC1=CC(=C(C=C1)OC)I (4-chloro-2-iodo-1-methoxybenzene), ClC1=NC=CC(=C1)B(O)O ((2-chloropyridin-4-yl)boronic acid), C([O-])([O-])=O.[Na+].[Na+] (sodium carbonate), O1CCOCC1 (1,4-dioxane). The reagents and catalysts are C=1C=CC(=CC1)[P](C=2C=CC=CC2)(C=3C=CC=CC3)[Pd]([P](C=4C=CC=CC4)(C=5C=CC=CC5)C=6C=CC=CC6)([P](C=7C=CC=CC7)(C=8C=CC=CC8)C=9C=CC=CC9)[P](C=1C=CC=CC1)(C=1C=CC=CC1)C=1C=CC=CC1 (Tetrakis(triphenylphosphine)palladium(0)). The solvent is O (water), O (water). Run at temperature 90 celsius, time 3 hour. Yields the product ClC1=NC=CC(=C1)C1=C(C=CC(=C1)Cl)OC (2-Chloro-4-(5-chloro-2-methoxyphenyl)pyridine). As a reaction SMILES: [Cl:1][C:2]1[CH:7]=[CH:6][C:5]([O:8][CH3:9])=[C:4](I)[CH:3]=1.[Cl:11][C:12]1[CH:17]=[C:16](B(O)O)[CH:15]=[CH:14][N:13]=1.C(=O)([O-])[O-].[Na+].[Na+].O1CCOCC1>C1C=CC([P]([Pd]([P](C2C=CC=CC=2)(C2C=CC=CC=2)C2C=CC=CC=2)([P](C2C=CC=CC=2)(C2C=CC=CC=2)C2C=CC=CC=2)[P](C2C=CC=CC=2)(C2C=CC=CC=2)C2C=CC=CC=2)(C2C=CC=CC=2)C2C=CC=CC=2)=CC=1.O>[Cl:11][C:12]1[CH:17]=[C:16]([C:4]2[CH:3]=[C:2]([Cl:1])[CH:7]=[CH:6][C:5]=2[O:8][CH3:9])[CH:15]=[CH:14][N:13]=1 |f:2.3.4,^1:36,38,57,76|. Procedure details: A mixture of 4-chloro-2-iodo-1-methoxybenzene (542 mg, 2.02 mmol), (2-chloropyridin-4-yl)boronic acid (400 mg, 2 mmol), and sodium carbonate (860.2 mg, 8.116 mmol) in 1,4-dioxane (8.4 mL, 110 mmol) and water (2.8 mL, 160 mmol) was sparged 5 minutes with argon. Tetrakis(triphenylphosphine)palladium(0) (139.9 mg, 0.1210 mmol) was added and the reaction vial was capped. The reaction mixture was heated at 90° C. After 3 hours, the reaction mixture was cooled to ambient temperature and poured into wa... The reactants are ClC1=CC=C(CNC(=O)C=2C=NC3=CC=C(C=C3C2O)CN2CCOCC2)C=C1 (N-(4-chlorobenzyl)-4-hydroxy-6-(4-morpholinylmethyl)-3-quinolinecarboxamide), C([O-])([O-])=O.[Cs+].[Cs+] (cesium carbonate), ClCOC1=CC=C(C=C1)Cl (α,4-dichloroanisole). The solvent is ClCCl (dichloromethane), CN(C)C=O (DMF). Run at temperature 100 celsius. The product is ClC1=CC=C(CNC(=O)C2=CN(C3=CC=C(C=C3C2=O)CN2CCOCC2)COC2=CC=C(C=C2)Cl)C=C1 (N-(4-Chlorobenzyl)-1-[(4-chlorophenoxy)methyl]-6-(4-morpholinylmethyl)-4-oxo-1,4-dihydro-3-quinolinecarboxamide). Yield: 71.0%. Reaction SMILES: [Cl:1][C:2]1[CH:29]=[CH:28][C:5]([CH2:6][NH:7][C:8]([C:10]2[CH:11]=[N:12][C:13]3[C:18]([C:19]=2[OH:20])=[CH:17][C:16]([CH2:21][N:22]2[CH2:27][CH2:26][O:25][CH2:24][CH2:23]2)=[CH:15][CH:14]=3)=[O:9])=[CH:4][CH:3]=1.C(=O)([O-])[O-].[Cs+].[Cs+].Cl[CH2:37][O:38][C:39]1[CH:44]=[CH:43][C:42]([Cl:45])=[CH:41][CH:40]=1>CN(C=O)C.ClCCl>[Cl:1][C:2]1[CH:29]=[CH:28][C:5]([CH2:6][NH:7][C:8]([C:10]2[C:19](=[O:20])[C:18]3[C:13](=[CH:14][CH:15]=[C:16]([CH2:21][N:22]4[CH2:23][CH2:24][O:25][CH2:26][CH2:27]4)[CH:17]=3)[N:12]([CH2:37][O:38][C:39]3[CH:44]=[CH:43][C:42]([Cl:45])=[CH:41][CH:40]=3)[CH:11]=2)=[O:9])=[CH:4][CH:3]=1 |f:1.2.3|. Procedure details: A suspension of N-(4-chlorobenzyl)-4-hydroxy-6-(4-morpholinylmethyl)-3-quinolinecarboxamide (0.21 gm) from Preparation No. 40 and cesium carbonate (0.33 gm) in DMF (2 mL) is treated with α,4-dichloroanisole (0.13 gm). The mixture is tightly capped and heated to 100° C. for 3 hrs. The reaction mixture is allowed to cool to room temperature, diluted with dichloromethane (50 mL) and washed with water. The aqueous phase is extracted with two additional portions of dichloromethane. The combined organ...